From a dataset of the Open Reaction Database (ORD), a public repository of structured organic reaction records. describe an organic reaction: reactants, conditions, products, and yield Reactants: solution, COC1=CC=C(C=C1)[Mg]Br ((4-methoxyphenyl)magnesium bromide), C1CCOC1 (THF), C(C)(=O)C1=CC=CC=2N1C(N(N2)CCC2=NC1=CC=CC=C1C=C2)=O (5-acetyl-2-(2-(quinolin-2-yl)ethyl)-[1,2,4]triazolo[4,3-a]pyridin-3(2H)-one), C1CCOC1 (THF). Run at temperature -78 celsius, time 15 minute. The product is OC(CC1=CC=C(C=C1)OC)(C)C1=CC=CC=2N1C(N(N2)CCC2=NC1=CC=CC=C1C=C2)=O (5-(2-hydroxy-1-(4-methoxyphenyl)propan-2-yl)-2-(2-(quinolin-2-yl)ethyl)-[1,2,4]triazolo[4,3-a]pyridin-3(2H)-one). Isolated yield 26.0%. As a reaction SMILES: [C:1]([C:4]1[N:9]2[C:10](=[O:25])[N:11]([CH2:13][CH2:14][C:15]3[CH:24]=[CH:23][C:22]4[C:17](=[CH:18][CH:19]=[CH:20][CH:21]=4)[N:16]=3)[N:12]=[C:8]2[CH:7]=[CH:6][CH:5]=1)(=[O:3])[CH3:2].[CH3:26][O:27][C:28]1[CH:33]=[CH:32][C:31]([Mg]Br)=[CH:30][CH:29]=1.[CH2:36]1COCC1>>[OH:3][C:1]([C:4]1[N:9]2[C:10](=[O:25])[N:11]([CH2:13][CH2:14][C:15]3[CH:24]=[CH:23][C:22]4[C:17](=[CH:18][CH:19]=[CH:20][CH:21]=4)[N:16]=3)[N:12]=[C:8]2[CH:7]=[CH:6][CH:5]=1)([CH3:36])[CH2:2][C:31]1[CH:32]=[CH:33][C:28]([O:27][CH3:26])=[CH:29][CH:30]=1. Procedure details: In a flame-dried, 5 mL microwave vial was placed 7-1 (20 mg, 0.054 mmol) in THF (0.54 mL) under dry N2 gas. The reaction mixture was cooled to −78° C., and a 0.5 M solution of (4-methoxyphenyl)magnesium bromide in THF (0.119 mmol, 0.24 mL) was added. After stirring for 15 min, the reaction was quenched with sat. aq. NH4Cl (0.25 mL) and diluted with CH2Cl2 (2 mL). The mixture was transferred to a phase separator column, and the organic layer was collected and dried under a stream of N2 gas. The c... The reactants are C1CCOC1, C=Cc1cccc2oc(C(=O)OCC)c(C)c12, O. The product is CCOC(=O)c1oc2cccc(CCO)c2c1C. As a reaction SMILES: [CH2:19]1[O:20][CH2:21][CH2:22][CH2:23]1.[CH2:1]([CH3:2])[O:3][C:4](=[O:5])[c:6]1[o:7][c:8]2[c:9]([c:10]1[CH3:11])[c:12]([CH:16]=[CH2:17])[cH:13][cH:14][cH:15]2.[OH2:18]>>[CH2:1]([CH3:2])[O:3][C:4](=[O:5])[c:6]1[o:7][c:8]2[c:9]([c:10]1[CH3:11])[c:12]([CH2:16][CH2:17][OH:18])[cH:13][cH:14][cH:15]2. Starting materials: C(C)(=O)O[C@H]1[C@H](OCC)O[C@@H]([C@H]([C@@H]1OC(C)=O)O[C@H]1[C@H](OC(C)=O)[C@@H](OC(C)=O)[C@@H](O[C@@H]2[C@H](OC(C)=O)[C@@H](OC(C)=O)[C@@H](OC(C)=O)[C@H](O2)COC(C)=O)[C@H](O1)COC(C)=O)COC(C)=O (Ethyl 2,3,6-tri-O-acetyl-4-O-[2,3,6-tri-O-acetyl-4-O-(2,3,4,6-tetra-O-acetyl-α-D-galactopyranosyl)-β-D-galactopyranosyl]-β-D-glucopyranoside). The solvent is C[O-].[Na+] (sodium methoxide). The product is [C@H]1([C@H](O)[C@@H](O)[C@@H](O)[C@H](O1)CO)O[C@@H]1[C@@H]([C@H]([C@@H](O[C@@H]1CO)O[C@H]1[C@@H]([C@H]([C@H](OCC)O[C@@H]1CO)O)O)O)O (Ethyl 4-O-[4-O-(α-D-galactopyranosyl)-β-D-galactopyranosyl]-β-D-glucopyranoside). Isolated yield 100.0%. As a reaction SMILES: C([O:4][C@@H:5]1[C@@H:13]([O:14]C(=O)C)[C@H:12]([O:18][C@@H:19]2[O:56][C@H:55]([CH2:57][O:58]C(=O)C)[C@H:30]([O:31][C@H:32]3[O:49][C@H:48]([CH2:50][O:51]C(=O)C)[C@H:43]([O:44]C(=O)C)[C@H:38]([O:39]C(=O)C)[C@H:33]3[O:34]C(=O)C)[C@H:25]([O:26]C(=O)C)[C@H:20]2[O:21]C(=O)C)[C@@H:11]([CH2:62][O:63]C(=O)C)[O:10][C@H:6]1[O:7][CH2:8][CH3:9])(=O)C>C[O-].[Na+]>[C@H:32]1([O:31][C@H:30]2[C@@H:55]([CH2:57][OH:58])[O:56][C@@H:19]([O:18][C@@H:12]3[C@@H:11]([CH2:62][OH:63])[O:10][C@@H:6]([O:7][CH2:8][CH3:9])[C@H:5]([OH:4])[C@H:13]3[OH:14])[C@H:20]([OH:21])[C@H:25]2[OH:26])[O:49][C@H:48]([CH2:50][OH:51])[C@H:43]([OH:44])[C@H:38]([OH:39])[C@H:33]1[OH:34] |f:1.2|. Reported procedure: A solution of 67 (440 mg, 0.46 mmol) in methanolic sodium methoxide (0.005M, 40 ml) was left at room temperature for 18 h, then neutralized with Duolite C26 (H+) resin and the solvent was removed. The residue was dissolved in water and lyophilized to give 68 (245 mg, 100%) with [α]D21 +71° (c 0.5, water) 1H-NMR (DMSO-d6, 50°, D2O added, Me4Si) δ 4.81 (d, 1H, J=3.5 Hz, H1"), 4.28, 4.20 (d, each 1H, J=7 and 8 Hz, H1 and H1'), 1.14 (t, 3H, J=7 Hz, CH3 --CH2). 13C-NMR (D2O, TSP) δ 106.1, 104.5, 103.... The reactants are NC1CC(NC(C1)(C)C)(C)C (4-amino-2,2,6,6-tetramethylpiperidine), C1CO1 (ethylene oxide). As a reaction SMILES: [NH2:1][CH:2]1[CH2:7][C:6]([CH3:9])([CH3:8])[NH:5][C:4]([CH3:11])([CH3:10])[CH2:3]1.[CH2:12]1[O:14][CH2:13]1>>[OH:14][CH2:13][CH2:12][NH:1][CH:2]1[CH2:3][C:4]([CH3:11])([CH3:10])[NH:5][C:6]([CH3:9])([CH3:8])[CH2:7]1. Procedure details: 156 parts of 4-amino-2,2,6,6-tetramethylpiperidine were heated to 150° C. and ethylene oxide was introduced until 44 parts thereof had been taken up. After fractional distillation, there were obtained 111 parts of 4-(β-hydroxy-ethyl)amino-2,2,6,6-tetramethylpiperidine boiling at 125° C./0.1 torr (melting point 89° to 91° C.) as well as compound 4) as higher boiling fraction. The product is OCCNC1CC(NC(C1)(C)C)(C)C (4-(β-hydroxy-ethyl)amino-2,2,6,6-tetramethylpiperidine), compound 4. Reactants: CCN=C=NCCCN(C)C, CCN(C(C)C)C(C)C, Cl, NCC(=O)N1CCN(C(=O)c2ccccc2C(F)(F)F)CC1, CN(C)C=O, O, On1nnc2ccccc21, O=C(O)c1ccc(-c2ccccc2)[nH]1. The product is O=C(NCC(=O)N1CCN(C(=O)c2ccccc2C(F)(F)F)CC1)c1ccc(-c2ccccc2)[nH]1. As a reaction SMILES: [CH3:34][CH2:35][N:36]=[C:37]=[N:38][CH2:39][CH2:40][CH2:41][N:42]([CH3:43])[CH3:44].[CH:1]([N:2]([CH2:3][CH3:4])[CH:5]([CH3:6])[CH3:7])([CH3:8])[CH3:9].[ClH:45].[NH2:46][CH2:47][C:48](=[O:49])[N:50]1[CH2:51][CH2:52][N:53]([C:56]([c:57]2[c:58]([C:63]([F:64])([F:65])[F:66])[cH:59][cH:60][cH:61][cH:62]2)=[O:67])[CH2:54][CH2:55]1.[O:68]=[CH:69][N:70]([CH3:71])[CH3:72].[OH2:73].[OH:24][n:25]1[c:26]2[c:27]([cH:28][cH:29][cH:30][cH:31]2)[n:32][n:33]1.[c:10]1(-[c:16]2[cH:17][cH:18][c:19]([C:21](=[O:22])[OH:23])[nH:20]2)[cH:11][cH:12][cH:13][cH:14][cH:15]1>>[c:10]1(-[c:16]2[cH:17][cH:18][c:19]([C:21](=[O:23])[NH:46][CH2:47][C:48](=[O:49])[N:50]3[CH2:51][CH2:52][N:53]([C:56]([c:57]4[c:58]([C:63]([F:64])([F:65])[F:66])[cH:59][cH:60][cH:61][cH:62]4)=[O:67])[CH2:54][CH2:55]3)[nH:20]2)[cH:11][cH:12][cH:13][cH:14][cH:15]1. Starting materials: CC(C)(C)c1ccc(C(=O)Cl)cc1, C=CCOC(=O)c1ccc(CO)cc1. Yields the product C=CCOC(=O)c1ccc(COC(=O)c2ccc(C(C)(C)C)cc2)cc1. Reaction SMILES: [C:1]([CH3:2])([CH3:3])([CH3:4])[c:5]1[cH:6][cH:7][c:8]([C:9](=[O:10])[Cl:11])[cH:12][cH:13]1.[OH:14][CH2:15][c:16]1[cH:17][cH:18][c:19]([C:20](=[O:21])[O:22][CH2:23][CH:24]=[CH2:25])[cH:26][cH:27]1>>[C:1]([CH3:2])([CH3:3])([CH3:4])[c:5]1[cH:6][cH:7][c:8]([C:9](=[O:10])[O:14][CH2:15][c:16]2[cH:17][cH:18][c:19]([C:20](=[O:21])[O:22][CH2:23][CH:24]=[CH2:25])[cH:26][cH:27]2)[cH:12][cH:13]1. Reactants: C(CCC)OC1=CC=C(C=C1)CC[C@@H]1CC[C@H](CC1)CCCCC (4-butyloxy-1-[2-(trans-4-pentylcyclohexyl)ethyl]benzene), [Li] (lithium), liquid, N (ammonia), C(C)O (ethanol), N (ammonia). Run in C(C)OCC (diethyl ether). Conditions: temperature 10 celsius, time 2 hour. Product: C(CCC)OC=1CC=C(CC1)CC[C@@H]1CC[C@H](CC1)CCCCC (4-butyloxy-1-[2-(trans-4-pentylcyclohexyl)ethyl]-1,4-cyclohexadiene). Yield: 100.9%. Reaction SMILES: N.[CH2:2]([O:6][C:7]1[CH:12]=[CH:11][C:10]([CH2:13][CH2:14][C@H:15]2[CH2:20][CH2:19][C@H:18]([CH2:21][CH2:22][CH2:23][CH2:24][CH3:25])[CH2:17][CH2:16]2)=[CH:9][CH:8]=1)[CH2:3][CH2:4][CH3:5].[Li].C(O)C>C(OCC)C>[CH2:2]([O:6][C:7]1[CH2:12][CH:11]=[C:10]([CH2:13][CH2:14][C@H:15]2[CH2:20][CH2:19][C@H:18]([CH2:21][CH2:22][CH2:23][CH2:24][CH3:25])[CH2:17][CH2:16]2)[CH2:9][CH:8]=1)[CH2:3][CH2:4][CH3:5] |^1:25|. Procedure details: 1306 ml of liquid ammonia were placed in a sulphonation flask and then a solution of 38.4 g of 4-butyloxy-1-[2-(trans-4-pentylcyclohexyl)ethyl]benzene in 1.1 l of diethyl ether was added dropwise within 40 minutes while cooling. 23.3 g of lithium wire were subsequently added within 35 minutes and the mixture was stirred for 2 hours. 420 ml of ethanol were then added dropwise to the mixture within 70 minutes and the ammonia was allowed to evaporate overnight under nitrogen. The mixture was cooled...